From a dataset of the Open Reaction Database (ORD), a public repository of structured organic reaction records. describe an organic reaction: reactants, conditions, products, and yield Starting materials: ClC1=NC2=CC=CC=C2C=N1 (chloroquinazoline), [H-].[Na+] (Sodium hydride), Cl.NC1=C(C=C(C=C1)O)Cl (4-amino-3-chlorophenol hydrochloride), ClC1=NC=NC2=CC(=C(C=C12)OC)OC (4-Chloro-6,7-dimethoxyquinazoline). The solvent is CS(=O)C (dimethyl sulfoxide), O (Water). Conditions: temperature 60 celsius, time 30 minute. Product: ClC1=C(N)C=CC(=C1)OC1=NC=NC2=CC(=C(C=C12)OC)OC (2-Chloro-4-[(6,7-dimethoxy-4-quinazolinyl)oxy]aniline). The yield is 75.9%. RXN SMILES: [H-].[Na+].Cl.[NH2:4][C:5]1[CH:10]=[CH:9][C:8]([OH:11])=[CH:7][C:6]=1[Cl:12].Cl[C:14]1[C:23]2[C:18](=[CH:19][C:20]([O:26][CH3:27])=[C:21]([O:24][CH3:25])[CH:22]=2)[N:17]=[CH:16][N:15]=1.ClC1N=CC2C(=CC=CC=2)N=1>O.CS(C)=O>[Cl:12][C:6]1[CH:7]=[C:8]([O:11][C:14]2[C:23]3[C:18](=[CH:19][C:20]([O:26][CH3:27])=[C:21]([O:24][CH3:25])[CH:22]=3)[N:17]=[CH:16][N:15]=2)[CH:9]=[CH:10][C:5]=1[NH2:4] |f:0.1,2.3|. Reported procedure: Sodium hydride (60 wt %, 5.80 g) was added to dimethyl sulfoxide (40 ml). The mixture was stirred at 60° C. for 30 min and was then cooled to room temperature. Next, 4-amino-3-chlorophenol hydrochloride (13.05 g) was added thereto. The mixture was stirred at room temperature for 10 min. 4-Chloro-6,7-dimethoxyquinazoline (8.14 g), which is a chloroquinazoline derivative synthesized by a conventional method as described, for example, in J. Am. Chem. Soc., 68, 1299 (1946) or J. Am. Chem. Soc., 68, ... The reactants are CCOC(=O)CBr, NC1CC1, ClCCl. The product is CCOC(=O)CNC1CC1. RXN SMILES: [Br:5][CH2:6][C:7](=[O:8])[O:9][CH2:10][CH3:11].[CH:1]1([NH2:4])[CH2:2][CH2:3]1.[Cl:12][CH2:13][Cl:14]>>[CH:1]1([NH:4][CH2:6][C:7](=[O:8])[O:9][CH2:10][CH3:11])[CH2:2][CH2:3]1.